Dataset: the Open Reaction Database (ORD), a public repository of structured organic reaction records. Task: describe an organic reaction: reactants, conditions, products, and yield Reactants: Cc1ccccc1, Cl, [I-], [K+], O=N[O-], COC(=O)c1ccc(N)cc1S(N)(=O)=O, [Na+], O. Yields the product COC(=O)c1ccc(I)cc1S(N)(=O)=O. RXN SMILES: [CH3:24][c:25]1[cH:26][cH:27][cH:28][cH:29][cH:30]1.[ClH:16].[I-:22].[K+:21].[N:17]([O-:18])=[O:19].[NH2:1][c:2]1[cH:3][c:4]([S:12](=[O:13])(=[O:14])[NH2:15])[c:5]([C:6](=[O:7])[O:8][CH3:9])[cH:10][cH:11]1.[Na+:20].[OH2:23]>>[c:2]1([I:22])[cH:3][c:4]([S:12](=[O:13])(=[O:14])[NH2:15])[c:5]([C:6](=[O:7])[O:8][CH3:9])[cH:10][cH:11]1.